Dataset: the Open Reaction Database (ORD), a public repository of structured organic reaction records. Task: describe an organic reaction: reactants, conditions, products, and yield The reactants are CC(C)(C)OC(=O)N1CCNCC1, CN(C)c1ccncc1, ClCCl, Cl, O, CC1=C(C(=O)O)C(c2cccc(Cl)c2)C(C(=O)OCCC(c2ccccc2)c2ccccc2)=C(C)N1. Product: CC1=C(C(=O)OCCC(c2ccccc2)c2ccccc2)C(c2cccc(Cl)c2)C(C(=O)N2CCN(C(=O)OC(C)(C)C)CC2)=C(C)N1. Reaction SMILES: [C:37]([CH3:38])([CH3:39])([CH3:40])[O:41][C:42](=[O:43])[N:44]1[CH2:45][CH2:46][NH:47][CH2:48][CH2:49]1.[CH3:52][N:53]([CH3:54])[c:55]1[cH:56][cH:57][n:58][cH:59][cH:60]1.[Cl:61][CH2:62][Cl:63].[ClH:51].[OH2:50].[c:1]1([CH:7]([CH2:8][CH2:9][O:10][C:11](=[O:12])[C:13]2=[C:14]([CH3:30])[NH:15][C:16]([CH3:29])=[C:17]([C:26](=[O:27])[OH:28])[CH:18]2[c:19]2[cH:20][c:21]([Cl:25])[cH:22][cH:23][cH:24]2)[c:31]2[cH:32][cH:33][cH:34][cH:35][cH:36]2)[cH:2][cH:3][cH:4][cH:5][cH:6]1>>[c:1]1([CH:7]([CH2:8][CH2:9][O:10][C:11](=[O:12])[C:13]2=[C:14]([CH3:30])[NH:15][C:16]([CH3:29])=[C:17]([C:26](=[O:27])[N:47]3[CH2:46][CH2:45][N:44]([C:42]([O:41][C:37]([CH3:38])([CH3:39])[CH3:40])=[O:43])[CH2:49][CH2:48]3)[CH:18]2[c:19]2[cH:20][c:21]([Cl:25])[cH:22][cH:23][cH:24]2)[c:31]2[cH:32][cH:33][cH:34][cH:35][cH:36]2)[cH:2][cH:3][cH:4][cH:5][cH:6]1.